This data is from the Open Reaction Database (ORD), a public repository of structured organic reaction records. The task is: describe an organic reaction: reactants, conditions, products, and yield The reactants are [Br-], CC(C)(C)S(=O)N=CC(CO[Si](C)(C)C(C)(C)C)O[Si](C)(C)C(C)(C)C, C1CCOC1, CN(C)CCN(C)C, C=C[Mg+]. The product is C=CC(NS(=O)C(C)(C)C)C(CO[Si](C)(C)C(C)(C)C)O[Si](C)(C)C(C)(C)C. As a reaction SMILES: [Br-:1].[C:13]([CH3:14])([CH3:15])([CH3:16])[Si:17]([O:18][CH:19]([CH:20]=[N:21][S:22](=[O:23])[C:24]([CH3:25])([CH3:26])[CH3:27])[CH2:28][O:29][Si:30]([CH3:31])([CH3:32])[C:33]([CH3:34])([CH3:35])[CH3:36])([CH3:37])[CH3:38].[CH2:39]1[O:40][CH2:41][CH2:42][CH2:43]1.[CH3:5][N:6]([CH3:7])[CH2:8][CH2:9][N:10]([CH3:11])[CH3:12].[CH:2](=[CH2:3])[Mg+:4]>>[CH:2](=[CH2:3])[CH:20]([CH:19]([O:18][Si:17]([C:13]([CH3:14])([CH3:15])[CH3:16])([CH3:37])[CH3:38])[CH2:28][O:29][Si:30]([CH3:31])([CH3:32])[C:33]([CH3:34])([CH3:35])[CH3:36])[NH:21][S:22](=[O:23])[C:24]([CH3:25])([CH3:26])[CH3:27]. RXN SMILES: C(OC1C=CC(N2CCN(CCCC3CCCCC3)CC2)=CC=1[Cl:30])C1C=CC=CC=1.C([O:38][C:39]1[CH:44]=[CH:43][C:42]([N:45]2[CH2:50][CH2:49][NH:48][CH2:47][CH2:46]2)=[CH:41][C:40]=1[F:51])C1C=CC=CC=1>>[ClH:30].[F:51][C:40]1[CH:41]=[C:42]([N:45]2[CH2:46][CH2:47][NH:48][CH2:49][CH2:50]2)[CH:43]=[CH:44][C:39]=1[OH:38] |f:2.3|. The reactants are C(C1=CC=CC=C1)OC1=C(C=C(C=C1)N1CCN(CC1)CCCC1CCCCC1)Cl (1-(4-benzyloxy-3-chlorophenyl)-4-(3-cyclohexylpropyl)piperazine), C(C1=CC=CC=C1)OC1=C(C=C(C=C1)N1CCNCC1)F (1-(4-benzyloxy-3-fluorophenyl)piperazine). Product: Cl.FC1=C(C=CC(=C1)N1CCNCC1)O (2-fluoro-4-(piperazin-1-yl)phenol hydrochloride). Procedure: Production Example 30 was repeated except that 1-(4-benzyloxy-3-chlorophenyl)-4-(3-cyclohexylpropyl)piperazine was replaced with 1-(4-benzyloxy-3-fluorophenyl)piperazine (300 mg), to provide 2-fluoro-4-(piperazin-1-yl)phenol hydrochloride (267 mg). Reactants: C(C)OP([O-])[O-].C(CCC)[Sn+2](CCCC)CCCC (tributyltin ethyl phosphite), C(CCCCCCCCCCC)O (lauryl alcohol). Reaction conditions: temperature 140 celsius, time 5 hour. Product: C(CCCCCCCCCCC)OP([O-])[O-].C(CCC)[Sn+2](CCCC)CCCC (tributyltin lauryl phosphite). The yield is 99.0%. RXN SMILES: [CH2:1]([O:3][P:4]([O-:6])[O-:5])[CH3:2].[CH2:7]([Sn+2:11]([CH2:16][CH2:17][CH2:18][CH3:19])[CH2:12][CH2:13][CH2:14][CH3:15])[CH2:8][CH2:9][CH3:10].[CH2:20](O)[CH2:21][CH2:22][CH2:23][CH2:24][CH2:25][CH2:26][CH2:27][CH2:28][CH2:29]CC>>[CH2:1]([O:3][P:4]([O-:6])[O-:5])[CH2:2][CH2:20][CH2:21][CH2:22][CH2:23][CH2:24][CH2:25][CH2:26][CH2:27][CH2:28][CH3:29].[CH2:16]([Sn+2:11]([CH2:7][CH2:8][CH2:9][CH3:10])[CH2:12][CH2:13][CH2:14][CH3:15])[CH2:17][CH2:18][CH3:19] |f:0.1,3.4|. Procedure details: In a 500 ml four-neck round-bottom flask equipped with a stirrer, thermometer, standard taper glass stopper, stillhead with condenser, cooled distillate receiver and cold trap, 133 g of tributyltin ethyl phosphite and 68.7 g of lauryl alcohol are heated with stirring for about 5 hours at 140° C, a vacuum of about 30 - 5 mm Hg being applied for 1 hour. Ethanol is initially distilled off and then the excess lauryl alcohol is distilled. 178 g tributyltin lauryl phosphite are obtained. As a reaction SMILES: [Br:1][CH2:2][CH2:3][CH2:4][CH2:5][CH2:6][CH2:7][CH2:8][CH2:9][CH:10]=[O:11].[C:26](=[O:27])([OH:28])[O-:29].[CH3:12][O:13][CH:14]([O:15][CH3:16])[O:17][CH3:18].[CH3:31][OH:32].[ClH:19].[Na+:30].[O:20]1[CH2:21][CH2:22][O:23][CH2:24][CH2:25]1>>[Br:1][CH2:2][CH2:3][CH2:4][CH2:5][CH2:6][CH2:7][CH2:8][CH2:9][CH:14]([O:13][CH3:12])[O:15][CH3:16]. Reactants: O=CCCCCCCCCBr, O=C([O-])O, COC(OC)OC, CO, Cl, [Na+], C1COCCO1. Yields the product COC(CCCCCCCCBr)OC. Yields the product C(C1=CC=CC=C1)(=O)CCCOC1=C(C=C(C=C1)NC(N(C)C)=O)Cl (3-[4-(3-benzoylpropoxy)-3-chlorophenyl]-1,1-dimethylurea). RXN SMILES: [Cl:1][C:2]1[CH:3]=[C:4]([NH:23][C:24](=[O:28])[N:25]([CH3:27])[CH3:26])[CH:5]=[CH:6][C:7]=1[O:8][CH2:9][CH2:10][CH2:11][C:12]1([C:17]2[CH:22]=[CH:21][CH:20]=[CH:19][CH:18]=2)OCC[O:13]1.O1CCCC1.Cl>[Cl-].[Na+].O>[C:12]([CH2:11][CH2:10][CH2:9][O:8][C:7]1[CH:6]=[CH:5][C:4]([NH:23][C:24](=[O:28])[N:25]([CH3:27])[CH3:26])=[CH:3][C:2]=1[Cl:1])(=[O:13])[C:17]1[CH:18]=[CH:19][CH:20]=[CH:21][CH:22]=1 |f:3.4.5|. The solvent is [Cl-].[Na+].O (brine). The reactants are ClC=1C=C(C=CC1OCCCC1(OCCO1)C1=CC=CC=C1)NC(N(C)C)=O (3-{3-chloro-4-[3-(2-phenyl-1,3-dioxolan-2-yl)propoxy]phenyl}-1,1-dimethylurea), O1CCCC1 (tetrahydrofuran), Cl (hydrochloric acid), off-white solid. Reaction conditions: time 8 hour. Procedure details: A mixture of 3-{3-chloro-4-[3-(2-phenyl-1,3-dioxolan-2-yl)propoxy]phenyl}-1,1-dimethylurea (2.03 g; 0.005 mol), tetrahydrofuran (10 ml) and 10% aqueous hydrochloric acid (2 ml) is stirred overnight. The reaction mixture is poured into brine (100 ml) and extracted with methylene chloride. The organic layer is washed with water, dried and evaporated to afford the product: 1.69 g of an off-white solid. Recrystallization from a toluene-hexane mixture (50 ml) yields 1.33 g of cream colored needles, m... Starting materials: C(C)(C)C=1NC(=CN1)[N+](=O)[O-] (2-isopropyl-5-nitroimidazole), S(=O)(=O)(OC)OC (dimethyl sulfate). The solvent is C(=O)O (formic acid). Run at temperature 5 celsius. Yields the product CN1C(=NC=C1[N+](=O)[O-])C(C)C (1-methyl-2-isopropyl-5-nitroimidazole). The yield is 72.0%. As a reaction SMILES: [CH:1]([C:4]1[NH:5][C:6]([N+:9]([O-:11])=[O:10])=[CH:7][N:8]=1)([CH3:3])[CH3:2].S(OC)(O[CH3:16])(=O)=O>C(O)=O>[CH3:16][N:5]1[C:6]([N+:9]([O-:11])=[O:10])=[CH:7][N:8]=[C:4]1[CH:1]([CH3:3])[CH3:2]. Procedure details: 155 parts of 2-isopropyl-5-nitroimidazole, 350 parts of formic acid and 126 parts of dimethyl sulfate are heated under reflux for 2 hours. The formic acid is distilled off in vacuo and the residue which remains is dissolved in 500 parts of water. A pH of 1.8 is set up with dilute aqueous ammonia solution and the solution is cooled for 2 hours at +5° C. The unreacted 2-isopropyl-5-nitroimidazole (15 parts) is suction filtered and the filtrate is adjusted to pH 10 by adding aqueous ammonia solutio... Reactants: ClC=1C=C(C=NC1C#N)C#CC1=C(C=C(C(=O)OCC)C=C1)C (ethyl 4-((5-chloro-6-cyanopyridin-3-yl)ethynyl)-3-methylbenzoate), CC=1C=CC(=C(C1)NC(OC(C)(C)C)=O)B1OC(C(O1)(C)C)(C)C (tert-butyl 5-methyl-2-(4,4,5,5-tetramethyl-1,3,2-dioxaborolan-2-yl)phenylcarbamate), C([O-])([O-])=O.[K+].[K+] (potassium carbonate). The reagents and catalysts are C=1C=CC(=CC1)[P](C=2C=CC=CC2)(C=3C=CC=CC3)[Pd]([P](C=4C=CC=CC4)(C=5C=CC=CC5)C=6C=CC=CC6)([P](C=7C=CC=CC7)(C=8C=CC=CC8)C=9C=CC=CC9)[P](C=1C=CC=CC1)(C=1C=CC=CC1)C=1C=CC=CC1 (tetrakis(triphenylphosphine)palladium). The solvent is C1(=CC=CC=C1)C.C(C)O (toluene ethanol), CO (MeOH), C(Cl)Cl (DCM). The product is NC1=NC2=C(C=3C=C(C=NC13)C#CC1=C(C=C(C(=O)OCC)C=C1)C)C=CC(=C2)C (ethyl 4-((5-amino-8-methylbenzo[f][1,7]naphthyridin-2-yl)ethynyl)-3-methylbenzoate). As a reaction SMILES: Cl[C:2]1[CH:3]=[C:4]([C:10]#[C:11][C:12]2[CH:22]=[CH:21][C:15]([C:16]([O:18][CH2:19][CH3:20])=[O:17])=[CH:14][C:13]=2[CH3:23])[CH:5]=[N:6][C:7]=1[C:8]#[N:9].[CH3:24][C:25]1[CH:26]=[CH:27][C:28](B2OC(C)(C)C(C)(C)O2)=[C:29]([NH:31]C(=O)OC(C)(C)C)[CH:30]=1.C(=O)([O-])[O-].[K+].[K+]>C1(C)C=CC=CC=1.C(O)C.CO.C(Cl)Cl.C1C=CC([P]([Pd]([P](C2C=CC=CC=2)(C2C=CC=CC=2)C2C=CC=CC=2)([P](C2C=CC=CC=2)(C2C=CC=CC=2)C2C=CC=CC=2)[P](C2C=CC=CC=2)(C2C=CC=CC=2)C2C=CC=CC=2)(C2C=CC=CC=2)C2C=CC=CC=2)=CC=1>[NH2:9][C:8]1[C:7]2[N:6]=[CH:5][C:4]([C:10]#[C:11][C:12]3[CH:22]=[CH:21][C:15]([C:16]([O:18][CH2:19][CH3:20])=[O:17])=[CH:14][C:13]=3[CH3:23])=[CH:3][C:2]=2[C:28]2[CH:27]=[CH:26][C:25]([CH3:24])=[CH:30][C:29]=2[N:31]=1 |f:2.3.4,5.6,^1:72,74,93,112|. Procedure details: A solution of ethyl 4-((5-chloro-6-cyanopyridin-3-yl)ethynyl)-3-methylbenzoate (from the previous step) (1.0 eq.), tert-butyl 5-methyl-2-(4,4,5,5-tetramethyl-1,3,2-dioxaborolan-2-yl)phenylcarbamate (from Example 5/Step 2) (1.1 eq.), tetrakis(triphenylphosphine)palladium (8 mol %), and potassium carbonate (3.0 eq.) in toluene/ethanol (9:1, 0.2 M) was stirred at 100° C. overnight. After cooling to ambient temperature, the reaction mixture was diluted with 2% MeOH in DCM. The two phases were separa...